This data is from the Open Reaction Database (ORD), a public repository of structured organic reaction records. The task is: describe an organic reaction: reactants, conditions, products, and yield The reactants are CC(C)=CC(c1cc(C#N)ccc1O)c1ccnc[n+]1[O-], CCOC(C)=O, CCCCCC. The product is CC1(C)CC(c2ccnc[n+]2[O-])c2cc(C#N)ccc2O1. RXN SMILES: [C:1](#[N:2])[c:3]1[cH:4][cH:5][c:6]([OH:21])[c:7]([CH:8]([CH:9]=[C:10]([CH3:11])[CH3:12])[c:13]2[cH:14][cH:15][n:16][cH:17][n+:18]2[O-:19])[cH:20]1.[C:28]([O:29][CH2:30][CH3:31])(=[O:32])[CH3:33].[CH3:22][CH2:23][CH2:24][CH2:25][CH2:26][CH3:27]>>[C:1](#[N:2])[c:3]1[cH:4][cH:5][c:6]2[c:7]([cH:20]1)[CH:8]([c:13]1[cH:14][cH:15][n:16][cH:17][n+:18]1[O-:19])[CH2:9][C:10]([CH3:11])([CH3:12])[O:21]2. RXN SMILES: [CH3:1][CH:2]([CH2:3][CH2:4][Br:5])[CH2:6][CH2:7][CH2:8][CH:9]([CH3:10])[CH3:11].[Mg:12].[O:13]1[CH2:14][CH2:15][CH2:16][CH2:17]1>>[Br-:5].[CH3:1][CH:2]([CH2:3][CH2:4][Mg+:12])[CH2:6][CH2:7][CH2:8][CH:9]([CH3:10])[CH3:11]. Reactants: CC(C)CCCC(C)CCBr, [Mg], C1CCOC1. Yields the product [Br-], CC(C)CCCC(C)CC[Mg+].